This data is from the Open Reaction Database (ORD), a public repository of structured organic reaction records. The task is: describe an organic reaction: reactants, conditions, products, and yield Reactants: CCOC(=O)C1(NC(=O)OC(C)(C)C)CCC1, CO, [Na+], [OH-]. Product: CC(C)(C)OC(=O)NC1(C(=O)O)CCC1. Reaction SMILES: [C:1]([CH3:2])([CH3:3])([CH3:4])[O:5][C:6](=[O:7])[NH:8][C:9]1([C:13](=[O:14])[O:15][CH2:16][CH3:17])[CH2:10][CH2:11][CH2:12]1.[CH3:20][OH:21].[Na+:19].[OH-:18]>>[C:1]([CH3:2])([CH3:3])([CH3:4])[O:5][C:6](=[O:7])[NH:8][C:9]1([C:13](=[O:14])[OH:15])[CH2:10][CH2:11][CH2:12]1. Reactants: N(=NC(=O)OCC)C(=O)OCC (diethyl azodicarboxylate), ClC=1C=C2C=CNC2=C(C1)C(=O)O (5-chloro-1H-indole-7-carboxylic acid), C1(=CC=CC=C1)P(C1=CC=CC=C1)C1=CC=CC=C1 (triphenylphosphine), C(C)O (ethanol). Run in C1(=CC=CC=C1)C (toluene). Reaction conditions: time 2 hour. Product: ClC=1C=C2C=CNC2=C(C1)C(=O)OCC (ethyl 5-chloro-1H-indole-7-carboxylate). Isolated yield 96.2%. RXN SMILES: [Cl:1][C:2]1[CH:3]=[C:4]2[C:8](=[C:9]([C:11]([OH:13])=[O:12])[CH:10]=1)[NH:7][CH:6]=[CH:5]2.[C:14]1(P(C2C=CC=CC=2)C2C=CC=CC=2)C=CC=C[CH:15]=1.C(O)C.N(C(OCC)=O)=NC(OCC)=O>C1(C)C=CC=CC=1>[Cl:1][C:2]1[CH:3]=[C:4]2[C:8](=[C:9]([C:11]([O:13][CH2:14][CH3:15])=[O:12])[CH:10]=1)[NH:7][CH:6]=[CH:5]2. Reported procedure: To a mixture of 5-chloro-1H-indole-7-carboxylic acid (500 mg), triphenylphosphine (1.01 g), ethanol (235 mg) and toluene (20 mL) was added dropwise diethyl azodicarboxylate (2.2 M toluene solution, 1.74 mL) at room temperature. After stirring for 2 hours at room temperature, the reaction mixture was concentrated under reduced pressure. The obtained residue was purified by silica gel column chromatography (hexane-ethyl acetate) to obtain ethyl 5-chloro-1H-indole-7-carboxylate (550 mg) as a white ... The reactants are C(C1=CC=CC=C1)OC(=O)C1N(C(C1)CO)CC1=CC=CC=C1 (N-benzyl-4-(hydroxymethyl)azetidine-2-carboxylic acid benzyl ester), O (water), [H][H] (hydrogen). Reagents/catalysts: [OH-].[OH-].[Pd+2] (Pd(OH)2). Solvent: CO (methanol). Product: OCC1CC(N1)C(=O)O (4-(Hydroxymethyl)azetidine-2-carboxylic acid). As a reaction SMILES: C([O:8][C:9]([CH:11]1[CH2:14][CH:13]([CH2:15][OH:16])[N:12]1CC1C=CC=CC=1)=[O:10])C1C=CC=CC=1.O.[H][H]>CO.[OH-].[OH-].[Pd+2]>[OH:16][CH2:15][CH:13]1[NH:12][CH:11]([C:9]([OH:10])=[O:8])[CH2:14]1 |f:4.5.6|. Procedure details: 179 mg (0.575 mmol) of N-benzyl-4-(hydroxymethyl)azetidine-2-carboxylic acid benzyl ester and 60 mg of 20% Pd(OH)2 /C (containing 31% of water) in 30 ml of methanol are hydrogenated in a Parr shaker under 4 atm of hydrogen for 3.5 h. The catalyst is filtered off through a double paper filter and washed with methanol, the solution evaporated, and the residue chromatographed on silica gel (isopropanol/water/conc. NH3 14:5:1) to yield, after evaporation and drying i.v., 53.6 mg (71%) of 4-(hydroxym...